From a dataset of the Open Reaction Database (ORD), a public repository of structured organic reaction records. describe an organic reaction: reactants, conditions, products, and yield Starting materials: CC(O)C(=O)O, CN(C(=O)c1ccc(Cl)cc1)C1CCN(C(=O)C2CCNCC2)CC1c1ccc(Cl)c(Cl)c1, Cl. Product: CC(O)C(=O)N1CCC(C(=O)N2CCC(N(C)C(=O)c3ccc(Cl)cc3)C(c3ccc(Cl)c(Cl)c3)C2)CC1. Reaction SMILES: [CH3:35][CH:36]([OH:37])[C:38]([OH:39])=[O:40].[Cl:2][c:3]1[cH:4][cH:5][c:6]([C:7](=[O:8])[N:9]([CH3:10])[CH:11]2[CH:12]([c:25]3[cH:26][c:27]([Cl:32])[c:28]([Cl:31])[cH:29][cH:30]3)[CH2:13][N:14]([C:17](=[O:18])[CH:19]3[CH2:20][CH2:21][NH:22][CH2:23][CH2:24]3)[CH2:15][CH2:16]2)[cH:33][cH:34]1.[ClH:1]>>[Cl:2][c:3]1[cH:4][cH:5][c:6]([C:7](=[O:8])[N:9]([CH3:10])[CH:11]2[CH:12]([c:25]3[cH:26][c:27]([Cl:32])[c:28]([Cl:31])[cH:29][cH:30]3)[CH2:13][N:14]([C:17](=[O:18])[CH:19]3[CH2:20][CH2:21][N:22]([C:38]([CH:36]([CH3:35])[OH:37])=[O:39])[CH2:23][CH2:24]3)[CH2:15][CH2:16]2)[cH:33][cH:34]1. RXN SMILES: [C:1]([O:2][C:3](=[O:4])[NH:7][C:8]([c:9]1[s:10][c:11]([S:29][CH3:30])[c:12]([S:14](=[O:15])(=[O:16])[c:17]2[cH:18][c:19]([N:23]3[CH2:24][CH2:25][CH2:26][CH2:27][CH2:28]3)[cH:20][cH:21][cH:22]2)[cH:13]1)=[NH:31])([CH3:5])([CH3:6])[CH3:32].[Cl:40][CH2:41][Cl:42].[F:33][C:34]([F:35])([F:36])[C:37]([OH:38])=[O:39]>>[NH:7]=[C:8]([c:9]1[s:10][c:11]([S:29][CH3:30])[c:12]([S:14](=[O:15])(=[O:16])[c:17]2[cH:18][c:19]([N:23]3[CH2:24][CH2:25][CH2:26][CH2:27][CH2:28]3)[cH:20][cH:21][cH:22]2)[cH:13]1)[NH2:31]. Product: CSc1sc(C(=N)N)cc1S(=O)(=O)c1cccc(N2CCCCC2)c1. Reactants: CSc1sc(C(=N)NC(=O)OC(C)(C)C)cc1S(=O)(=O)c1cccc(N2CCCCC2)c1, ClCCl, O=C(O)C(F)(F)F. The reactants are NC1[C@@H]2N(C(C(S2)(C)C)C2=NN=NN2)C1=O (6-amino-2,2-dimethyl-3-(5-tetrazolyl)penam), NCC1=C(C=CC=C1)SCC(=O)O (2-(2-[aminomethyl]phenylthio)acetic acid), [K+].[Br-] (KBr). Yields the product NCC1=C(C=CC=C1)SCC(=O)NC1[C@@H]2N(C(C(S2)(C)C)C2=NN=NN2)C1=O (6-(2-[2-(aminomethyl)phenylthio]acetamido)-2,2-dimethyl-3-(5-tetrazolyl)penam). Yield: 14.0%. As a reaction SMILES: [NH2:1][CH:2]1[C:15](=[O:16])[N:4]2[CH:5]([C:10]3[NH:14][N:13]=[N:12][N:11]=3)[C:6]([CH3:9])([CH3:8])[S:7][C@H:3]12.[NH2:17][CH2:18][C:19]1[CH:24]=[CH:23][CH:22]=[CH:21][C:20]=1[S:25][CH2:26][C:27](O)=[O:28].[K+].[Br-]>>[NH2:17][CH2:18][C:19]1[CH:24]=[CH:23][CH:22]=[CH:21][C:20]=1[S:25][CH2:26][C:27]([NH:1][CH:2]1[C:15](=[O:16])[N:4]2[CH:5]([C:10]3[NH:11][N:12]=[N:13][N:14]=3)[C:6]([CH3:8])([CH3:9])[S:7][C@H:3]12)=[O:28] |f:2.3|. Procedure details: The title compound is prepared in 14% yield, as a colorless amorphous solid, by acylation of 6-amino-2,2-dimethyl-3-(5-tetrazolyl)penam with 2-(2-[aminomethyl]phenylthio)acetic acid (U.S. Pat. No. 3,766,176), using the method of Example LXXVII. IR(KBr disc): 1780 and 1665 cm-1. NMR (DMSO-d6 /D2O): 7.50 ppm (m, 4H), 5.70 ppm (d, 1H), 5.43 ppm (d, 1H), 5.19 ppm (s, 1H), 4.35 ppm (s, 2H), 3.94 ppm (s, 2H), 1.60 ppm (s, 3H), and 1.00 ppm (s, 3H). Reactants: C(C)(C)OC=1C=C(C(=O)OC)C=C(C1[N+](=O)[O-])OC(C)C (Methyl 3,5-diisopropoxy-4-nitrobenzoate). Reagents/catalysts: [Pd] (Pd/C). The solvent is CO (MeOH), C(=O)O (formic acid). Product: NC1=C(C=C(C(=O)OC)C=C1OC(C)C)OC(C)C (Methyl 4-amino-3,5-diisopropoxybenzoate). Isolated yield 74.4%. Reaction SMILES: [CH:1]([O:4][C:5]1[CH:6]=[C:7]([CH:12]=[C:13]([O:18][CH:19]([CH3:21])[CH3:20])[C:14]=1[N+:15]([O-])=O)[C:8]([O:10][CH3:11])=[O:9])([CH3:3])[CH3:2]>CO.C(O)=O.[Pd]>[NH2:15][C:14]1[C:13]([O:18][CH:19]([CH3:21])[CH3:20])=[CH:12][C:7]([C:8]([O:10][CH3:11])=[O:9])=[CH:6][C:5]=1[O:4][CH:1]([CH3:3])[CH3:2]. Procedure: Methyl 3,5-diisopropoxy-4-nitrobenzoate (3) (594 mg, 2.00 mmol) was dissolved in a mixture of MeOH (40 mL) and formic acid (5 mL) and was passed through a Thales ‘H-cube’ cartridge (10% Pd/C) at a flow rate of 1 mL/min at 40° C. under H2 (full H2 mode). The solvents were removed in vacuo to yield methyl 4-amino-3,5-diisopropoxybenzoate (4) (398 mg, 72%) as a pale yellow oil: 1H NMR (400 MHz, CDCl3) δ: 7.20 (2H, s), 4.59 (2H, sep), 4.23 (2H, br s), 3.83 (3H, s), 1.33 (12H, d). Starting materials: Cl.NCCS (Cysteamine hydrochloride), CNC=1SC=C(N1)CCl (2-methylamino-4-chloromethylthiazole). The solvent is Cl (hydrochloric acid). The product is CNC=1SC=C(N1)CSCCN (2-[(2-Methylaminothiazol-4-yl)methylthio]ethylamine). Yield: 35.0%. Reaction SMILES: Cl.[NH2:2][CH2:3][CH2:4][SH:5].[CH3:6][NH:7][C:8]1[S:9][CH:10]=[C:11]([CH2:13]Cl)[N:12]=1>Cl>[CH3:6][NH:7][C:8]1[S:9][CH:10]=[C:11]([CH2:13][S:5][CH2:4][CH2:3][NH2:2])[N:12]=1 |f:0.1|. Procedure details: Cysteamine hydrochloride (2.8 g; 24.6 mmoles) and 2-methylamino-4-chloromethylthiazole (4.0 g; 24.6 mmoles) [prepared from N-methylthiourea and 1,3-dichloro-2-propane] were dissolved in 20 ml of concentrated hydrochloric acid and the solution was heated at an oil bath temperature of 100°. After 30 hours of heating, the reaction mixture was evaporated under reduced pressure and the residue made basic with 40% aqueous NaOH solution. The aqueous phase was extracted with methyl acetate, dried, filte... Reactants: C(C)(=O)OC1=CC=2CC[C@H]3[C@@H]4CC=C([C@@]4(C)CC[C@@H]3C2C=C1)C=1C=NC=CC1 (3-acetoxy-17-(3-pyridyl)estra-1,3,5[10],16-tetraene), [OH-].[Na+] (sodium hydroxide). Solvent: CO (methanol). Conditions: temperature 80 celsius. Yields the product N1=CC(=CC=C1)C=1[C@]2(C)[C@@H](CC1)[C@@H]1CCC=3C=C(C=CC3[C@H]1CC2)O (17-(3-Pyridyl)estra-1,3,5[10],16-tetraen-3-ol). Yield: 67.0%. RXN SMILES: C([O:4][C:5]1[CH:22]=[CH:21][C:20]2[C@@H:19]3[C@H:10]([C@H:11]4[C@@:15]([CH2:17][CH2:18]3)([CH3:16])[C:14]([C:23]3[CH:24]=[N:25][CH:26]=[CH:27][CH:28]=3)=[CH:13][CH2:12]4)[CH2:9][CH2:8][C:7]=2[CH:6]=1)(=O)C.[OH-].[Na+]>CO>[N:25]1[CH:26]=[CH:27][CH:28]=[C:23]([C:14]2[C@:15]3([CH2:17][CH2:18][C@H:19]4[C@@H:10]([CH2:9][CH2:8][C:7]5[CH:6]=[C:5]([OH:4])[CH:22]=[CH:21][C:20]=54)[C@@H:11]3[CH2:12][CH:13]=2)[CH3:16])[CH:24]=1 |f:1.2|. Procedure: The method followed that described in Example 2, but using 3-acetoxy-17-(3-pyridyl)estra-1,3,5[10],16-tetraene (2.368, 6.3 mmol), methanol (40 ml), aqueous sodium hydroxide (10% w/v, 5 ml), and the mixture was heated at 80° C. for 10 min. Chromatography, on elution with toluene-methanol (8:1 ), afforded the title compound (1.40 g, 67%) which crystallised from toluene, m.p. 256°-258° C.: 1H-NMR(DMSO) inter alia δ 1.01(3H,s, 18-CH3), Reactants: CC[SiH](CC)CC, COC(=O)c1sccc1N, ClCCl, O=C(O)C(F)(F)F, [Na+], [Na+], O=C([O-])O, [OH-], O=Cc1ccnc2[nH]ccc12. Product: COC(=O)c1sccc1NCc1ccnc2[nH]ccc12. Reaction SMILES: [CH2:22]([SiH:23]([CH2:24][CH3:25])[CH2:26][CH3:27])[CH3:28].[CH3:1][O:2][C:3](=[O:4])[c:5]1[s:6][cH:7][cH:8][c:9]1[NH2:10].[Cl:43][CH2:44][Cl:45].[F:36][C:37]([F:38])([F:39])[C:40]([OH:41])=[O:42].[Na+:30].[Na+:35].[O-:31][C:32]([OH:33])=[O:34].[OH-:29].[nH:11]1[cH:12][cH:13][c:14]2[c:15]1[n:16][cH:17][cH:18][c:19]2[CH:20]=[O:21]>>[CH3:1][O:2][C:3](=[O:4])[c:5]1[s:6][cH:7][cH:8][c:9]1[NH:10][CH2:20][c:19]1[c:14]2[cH:13][cH:12][nH:11][c:15]2[n:16][cH:17][cH:18]1. RXN SMILES: [Al+3:2].[CH2:7]([c:8]1[cH:9][cH:10][cH:11][cH:12][cH:13]1)[O:14][c:15]1[c:16]([O:23][CH2:24][CH2:25][CH2:26][CH2:27][O:28][CH2:29][c:30]2[cH:31][cH:32][cH:33][cH:34][cH:35]2)[cH:17][c:18]([C:19]#[N:20])[cH:21][cH:22]1.[CH3:36][CH2:37][OH:38].[H-:1].[H-:4].[H-:5].[H-:6].[Li+:3].[Na+:39].[Na+:40].[O-:41][S:42](=[O:43])(=[O:44])[O-:45].[O:46]1[CH2:47][CH2:48][CH2:49][CH2:50]1.[OH2:51]>>[CH2:7]([c:8]1[cH:9][cH:10][cH:11][cH:12][cH:13]1)[O:14][c:15]1[c:16]([O:23][CH2:24][CH2:25][CH2:26][CH2:27][O:28][CH2:29][c:30]2[cH:31][cH:32][cH:33][cH:34][cH:35]2)[cH:17][c:18]([CH2:19][NH2:20])[cH:21][cH:22]1. Starting materials: [Al+3], N#Cc1ccc(OCc2ccccc2)c(OCCCCOCc2ccccc2)c1, CCO, [H-], [H-], [H-], [H-], [Li+], [Na+], [Na+], O=S(=O)([O-])[O-], C1CCOC1, O. Yields the product NCc1ccc(OCc2ccccc2)c(OCCCCOCc2ccccc2)c1. Reactants: COc1ccc2nc(-c3cnc(N(CCF)C(=O)OC(C)(C)C)nc3)oc2c1, COc1ccc2nc(-c3ccc(NCCF)nc3)oc2c1. Product: COc1ccc2nc(-c3cnc(NCCF)nc3)oc2c1. Reaction SMILES: [F:1][CH2:2][CH2:3][N:4]([C:5](=[O:6])[O:7][C:8]([CH3:9])([CH3:10])[CH3:11])[c:12]1[n:13][cH:14][c:15](-[c:18]2[o:19][c:20]3[c:21]([n:22]2)[cH:23][cH:24][c:25]([O:27][CH3:28])[cH:26]3)[cH:16][n:17]1.[F:29][CH2:30][CH2:31][NH:32][c:33]1[cH:34][cH:35][c:36](-[c:37]2[o:38][c:39]3[cH:40][c:41]([O:42][CH3:43])[cH:44][cH:45][c:46]3[n:47]2)[cH:48][n:49]1>>[F:1][CH2:2][CH2:3][NH:4][c:12]1[n:13][cH:14][c:15](-[c:18]2[o:19][c:20]3[c:21]([n:22]2)[cH:23][cH:24][c:25]([O:27][CH3:28])[cH:26]3)[cH:16][n:17]1. Reactants: OC=1C(=C2CCC(OC2=C(C1C)C)(C(=O)NCCC(C)C)C)C (6-hydroxy-N-isopentyl-2,5,7,8-tetramethylchroman-2-carboxamide), O=[N+]([O-])[O-].[O-][N+]([O-])=O.[O-][N+]([O-])=O.[O-][N+]([O-])=O.[O-][N+]([O-])=O.[O-][N+]([O-])=O.[Ce+4].[NH4+].[NH4+] (CAN). Yields the product OC(C(=O)NCCC(C)C)(CCC1=C(C(C(=C(C1=O)C)C)=O)C)C (2-hydroxy-N-isopentyl-2-methyl-4-(2,4,5-trimethyl-3,6-dioxocyclohexa-1,4-dienyl)butanamide). Yield: 95.5%. Reaction SMILES: [OH:1][C:2]1[C:3]([CH3:23])=[C:4]2[C:9](=[C:10]([CH3:13])[C:11]=1[CH3:12])[O:8][C:7]([CH3:22])([C:14]([NH:16][CH2:17][CH2:18][CH:19]([CH3:21])[CH3:20])=[O:15])[CH2:6][CH2:5]2.[O:24]=[N+]([O-])[O-].[O-][N+](=O)[O-].[O-][N+](=O)[O-].[O-][N+](=O)[O-].[O-][N+](=O)[O-].[O-][N+](=O)[O-].[Ce+4].[NH4+].[NH4+]>>[OH:24][C:7]([CH3:22])([CH2:6][CH2:5][C:4]1[C:9](=[O:8])[C:10]([CH3:13])=[C:11]([CH3:12])[C:2](=[O:1])[C:3]=1[CH3:23])[C:14]([NH:16][CH2:17][CH2:18][CH:19]([CH3:21])[CH3:20])=[O:15] |f:1.2.3.4.5.6.7.8.9|. Reported procedure: Oxidation as described in protocol B, using 101 mg (0.316 mmol) of 6-hydroxy-N-isopentyl-2,5,7,8-tetramethylchroman-2-carboxamide and 380 mg CAN (0.694 mmol) yielded 101.2 mg of 2-hydroxy-N-isopentyl-2-methyl-4-(2,4,5-trimethyl-3,6-dioxocyclohexa-1,4-dienyl)butanamide as a yellow oil.